From a dataset of the Open Reaction Database (ORD), a public repository of structured organic reaction records. describe an organic reaction: reactants, conditions, products, and yield Starting materials: C(CCC)[Sn](C1=C(C=CC=C1)NC(CNC(=O)OCC1=CC=CC=C1)=O)(CCCC)CCCC (N-(2-tributylstannylphenyl)-2-(benzyloxycarbonylamino)acetamide), Dichlorobisacetonitrile palladium, [F-].[K+] (potassium fluoride), FC1=C(C(=O)Cl)C=CC=C1 (2-fluorobenzoylchloride), dichlorobisacetonitrile palladium. Run in C(Cl)(Cl)Cl (chloroform), C(Cl)(Cl)Cl (chloroform). Conditions: temperature 50 celsius, time 35 minute. The product is FC1=C(C(=O)C2=C(C=CC=C2)NC(CNC(=O)OCC2=CC=CC=C2)=O)C=CC=C1 (N-(2-(2-Fluorobenzoyl)phenyl)-2-(benzyloxycarbonylamino)acetamide). Yield: 80.6%. Reaction SMILES: [F:1][C:2]1[CH:10]=[CH:9][CH:8]=[CH:7][C:3]=1[C:4](Cl)=[O:5].C([Sn](CCCC)(CCCC)[C:16]1[CH:21]=[CH:20][CH:19]=[CH:18][C:17]=1[NH:22][C:23](=[O:36])[CH2:24][NH:25][C:26]([O:28][CH2:29][C:30]1[CH:35]=[CH:34][CH:33]=[CH:32][CH:31]=1)=[O:27])CCC.[F-].[K+]>C(Cl)(Cl)Cl>[F:1][C:2]1[CH:10]=[CH:9][CH:8]=[CH:7][C:3]=1[C:4]([C:16]1[CH:21]=[CH:20][CH:19]=[CH:18][C:17]=1[NH:22][C:23](=[O:36])[CH2:24][NH:25][C:26]([O:28][CH2:29][C:30]1[CH:31]=[CH:32][CH:33]=[CH:34][CH:35]=1)=[O:27])=[O:5] |f:2.3|. Procedure details: To a solution of 2-fluorobenzoylchloride (208 μl, 1.74 mmol) in chloroform (20 ml) is added at room temperature dichlorobisacetonitrile palladium (15 mg, 0.044 mmol). Then, a solution of N-(2-tributylstannylphenyl)-2-(benzyloxycarbonylamino)acetamide (1 g, 1.74 mmol) in chloroform (3 ml) is added and stirred at 50° C. for 35 minutes. Dichlorobisacetonitrile palladium (15 mg, 0.044 mmol) is added and the stirring continued for another 10 minutes. After allowing to cool, an aqueous solution of 50%... Starting materials: N-methylpyrrole-2-carbonitrile, CN1C=CC=C1 (1-methylpyrrole), C(CCC)[Li] (n-butyllithium), CCCCCC (hexane), O.C(CC(O)(C(=O)O)CC(=O)O)(=O)O (citric acid monohydrate), C(C)(C)NC(C)C (Diisopropylamine), C(#N)C=1N(C=CC1)C (2-cyano-1-methylpyrrole), ClS(=O)(=O)N=C=O (chlorosulfonyl isocyanate). The solvent is C1CCOC1 (THF), O (water), CN(C=O)C (dimethylformamide), CN(C)C=O (DMF), C(C)#N (acetonitrile), C1CCOC1 (THF). Run at temperature -20 celsius, time 45 minute. The product is C(#N)C1=CC=C(N1C)C=O (5-Cyano-1-methylpyrrole-2-carbaldehyde). RXN SMILES: CN1C=CC=C1.[C:7]([C:9]1[N:10]([CH3:14])[CH:11]=[CH:12][CH:13]=1)#[N:8].ClS(N=[C:20]=[O:21])(=O)=O.C(NC(C)C)(C)C.C([Li])CCC.CCCCCC.O.C(O)(=O)CC(CC(O)=O)(C(O)=O)O>C(#N)C.C1COCC1.O.CN(C)C=O>[C:7]([C:9]1[N:10]([CH3:14])[C:11]([CH:20]=[O:21])=[CH:12][CH:13]=1)#[N:8] |f:6.7|. Procedure details: 1-methylpyrrole can be converted into 2-cyano-1-methylpyrrole by reaction with chlorosulfonyl isocyanate and dimethylformamide in acetonitrile (see, for example, C. E. Loader et al. Can. J. Chem. 59, (1981) 2673-6). Diisopropylamine (17.5 ml, 124.38 mmol) was introduced into THF (100 ml) under nitrogen. At -78° C., n-butyllithium solution in hexane (15% strength, 75.9 ml, 124.38 mmol) was added dropwise. The mixture was then stirred at -20° C. for 45 min and subsequently cooled to -78° C. again,... Procedure: To a stirred solution of 2-[1-(dimethylamino)-1-methylethyl]-N-(4-fluorobenzyl)-5,6-dihydroxypyrimidine-4-carboxamide hydrochloride (prepared as described in example 4) in NMP an excess of morpholine (10 eq.) was added and mixture was stirred over night at 100° C. After cooling to room temperature, title product was isolated by RP HPLC (MeCN/H2O containing 0.1% TFA as eluant). Starting materials: CC#N.O (MeCN H2O), Cl.CN(C(C)(C)C1=NC(=C(C(=N1)C(=O)NCC1=CC=C(C=C1)F)O)O)C (2-[1-(dimethylamino)-1-methylethyl]-N-(4-fluorobenzyl)-5,6-dihydroxypyrimidine-4-carboxamide hydrochloride), N1CCOCC1 (morpholine). The solvent is CN1CCCC1=O (NMP). Reaction SMILES: Cl.[CH3:2][N:3]([CH3:26])[C:4]([C:7]1[N:12]=[C:11]([C:13]([NH:15][CH2:16][C:17]2[CH:22]=[CH:21][C:20]([F:23])=[CH:19][CH:18]=2)=[O:14])[C:10]([OH:24])=[C:9]([OH:25])[N:8]=1)([CH3:6])[CH3:5].N1C[CH2:31][O:30][CH2:29]C1.CC#N.O>CN1C(=O)CCC1>[F:23][C:20]1[CH:19]=[CH:18][C:17]([CH2:16][NH:15][C:13]([C:11]2[C:10]([OH:24])=[C:9]([OH:25])[N:8]=[C:7]([C:4]([CH3:6])([N:3]3[CH2:2][CH2:31][O:30][CH2:29][CH2:26]3)[CH3:5])[N:12]=2)=[O:14])=[CH:22][CH:21]=1 |f:0.1,3.4|. Yields the product FC1=CC=C(CNC(=O)C2=NC(=NC(=C2O)O)C(C)(N2CCOCC2)C)C=C1 (N-(4-fluorobenzyl)-5,6-dihydroxy-2-(1-methyl-1-morpholin-4-ylethyl)pyrimidine-4-carboxamide). Run at temperature 100 celsius. The reactants are C1CCOC1, COC(=O)c1ccc(C2=Nc3cc(C#N)ccc3N(C)c3cc4c(cc32)C(C)(C)CCC4(C)C)cc1, Cl, [Na+], CN(C)C=O, [OH-], O. The product is CN1c2ccc(C#N)cc2N=C(c2ccc(C(=O)O)cc2)c2cc3c(cc21)C(C)(C)CCC3(C)C. Reaction SMILES: [CH2:45]1[O:46][CH2:47][CH2:48][CH2:49]1.[CH3:1][O:2][C:3]([c:4]1[cH:5][cH:6][c:7]([C:10]2=[N:11][c:12]3[c:13]([cH:30][cH:31][c:32]([C:34]#[N:35])[cH:33]3)[N:14]([CH3:29])[c:15]3[c:16]2[cH:17][c:18]2[c:23]([cH:24]3)[C:22]([CH3:25])([CH3:26])[CH2:21][CH2:20][C:19]2([CH3:27])[CH3:28])[cH:8][cH:9]1)=[O:36].[ClH:39].[Na+:38].[O:40]=[CH:41][N:42]([CH3:43])[CH3:44].[OH-:37].[OH2:50]>>[O:2]=[C:3]([c:4]1[cH:5][cH:6][c:7]([C:10]2=[N:11][c:12]3[c:13]([cH:30][cH:31][c:32]([C:34]#[N:35])[cH:33]3)[N:14]([CH3:29])[c:15]3[c:16]2[cH:17][c:18]2[c:23]([cH:24]3)[C:22]([CH3:25])([CH3:26])[CH2:21][CH2:20][C:19]2([CH3:27])[CH3:28])[cH:8][cH:9]1)[OH:36]. Starting materials: COc1cc2nccc(Oc3ccc4[nH]ccc4c3)c2cc1C(N)=O, CN(C)C=O, CCOC(C)=O, O=C(Nc1ccc(F)cc1F)Oc1ccccc1, [H-], [Na+], C1CCOC1, O. The product is COc1cc2nccc(Oc3ccc4c(ccn4C(=O)Nc4ccc(F)cc4F)c3)c2cc1C(N)=O. Reaction SMILES: [C:1]([NH2:2])(=[O:3])[c:4]1[cH:5][c:6]2[c:7]([O:16][c:17]3[cH:18][c:19]4[cH:20][cH:21][nH:22][c:23]4[cH:24][cH:25]3)[cH:8][cH:9][n:10][c:11]2[cH:12][c:13]1[O:14][CH3:15].[CH3:47][N:48]([CH3:49])[CH:50]=[O:51].[CH3:57][CH2:58][O:59][C:60](=[O:61])[CH3:62].[F:28][c:29]1[c:30]([NH:36][C:37]([O:38][c:40]2[cH:41][cH:42][cH:43][cH:44][cH:45]2)=[O:39])[cH:31][cH:32][c:33]([F:35])[cH:34]1.[H-:26].[Na+:27].[O:52]1[CH2:53][CH2:54][CH2:55][CH2:56]1.[OH2:46]>>[C:1]([NH2:2])(=[O:3])[c:4]1[cH:5][c:6]2[c:7]([O:16][c:17]3[cH:18][c:19]4[cH:20][cH:21][n:22]([C:37]([NH:36][c:30]5[c:29]([F:28])[cH:34][c:33]([F:35])[cH:32][cH:31]5)=[O:38])[c:23]4[cH:24][cH:25]3)[cH:8][cH:9][n:10][c:11]2[cH:12][c:13]1[O:14][CH3:15]. The reactants are C(C)(C)(C)OC(=O)N1CCN(CC1)C1=CC=C(C=C1)C#N (N-tert-Butoxycarbonyl-4-(4-cyanophenyl)piperazine), C[Sn](C)(C)N=[N+]=[N-] (trimethyltin azide). Run in C=1(C(=CC=CC1)C)C (xylene). Reaction conditions: temperature 110 celsius, time 24 hour. The product is C(C)(C)(C)OC(=O)N1CCN(CC1)C1=CC=C(C=C1)C=1N=NNN1 (N-tert-Butoxycarbonyl-4-[4-(2H-tetrazol-5-yl)phenyl]piperazine). The yield is 83.7%. As a reaction SMILES: [C:1]([O:5][C:6]([N:8]1[CH2:13][CH2:12][N:11]([C:14]2[CH:19]=[CH:18][C:17]([C:20]#[N:21])=[CH:16][CH:15]=2)[CH2:10][CH2:9]1)=[O:7])([CH3:4])([CH3:3])[CH3:2].C[Sn]([N:26]=[N+:27]=[N-:28])(C)C>C1(C)C(C)=CC=CC=1>[C:1]([O:5][C:6]([N:8]1[CH2:9][CH2:10][N:11]([C:14]2[CH:15]=[CH:16][C:17]([C:20]3[N:26]=[N:27][NH:28][N:21]=3)=[CH:18][CH:19]=2)[CH2:12][CH2:13]1)=[O:7])([CH3:4])([CH3:2])[CH3:3]. Procedure: The intermediate 1A (6.0 g; 20.8 mmol) in solution in xylene (76 ml), under nitrogen, is treated with trimethyltin azide (6.25 g; 31.3 mmol). After stirring for 24 h at 110° C., the reaction medium is brought to room temperature and the precipitate formed is filtered on sintered glass and then washed with toluene and with petroleum ether. This solid is purified by chromatography on a silica gel column eluted with a dichloromethane/methanol/ammonium hydroxide mixture in the proportions 80/19/1 to... Starting materials: CCOC(=O)c1c(-c2ccc([N+](=O)[O-])cc2)c(C#N)c(=O)n2ccccc12, CCO, CC(C)=O, O. Yields the product CCOC(=O)c1c(-c2ccc(N)cc2)c(C#N)c(=O)n2ccccc12. As a reaction SMILES: [C:1](#[N:2])[c:3]1[c:4](-[c:19]2[cH:20][cH:21][c:22]([N+:25]([O-:26])=[O:27])[cH:23][cH:24]2)[c:5]([C:14](=[O:15])[O:16][CH2:17][CH3:18])[c:6]2[cH:7][cH:8][cH:9][cH:10][n:11]2[c:12]1=[O:13].[CH3:28][CH2:29][OH:30].[CH3:31][C:32](=[O:33])[CH3:34].[OH2:35]>>[C:1](#[N:2])[c:3]1[c:4](-[c:19]2[cH:20][cH:21][c:22]([NH2:25])[cH:23][cH:24]2)[c:5]([C:14](=[O:15])[O:16][CH2:17][CH3:18])[c:6]2[cH:7][cH:8][cH:9][cH:10][n:11]2[c:12]1=[O:13].